Dataset: the Open Reaction Database (ORD), a public repository of structured organic reaction records. Task: describe an organic reaction: reactants, conditions, products, and yield Starting materials: O=C([O-])[O-], C1CNCCN1, CC#N, Clc1nc2ccccc2o1, [I-], [K+], [K+], [K+]. Yields the product c1ccc2oc(N3CCNCC3)nc2c1. As a reaction SMILES: [C:17](=[O:18])([O-:19])[O-:20].[CH2:1]1[CH2:2][NH:3][CH2:4][CH2:5][NH:6]1.[CH3:25][C:26]#[N:27].[Cl:7][c:8]1[o:9][c:10]2[c:11]([n:12]1)[cH:13][cH:14][cH:15][cH:16]2.[I-:24].[K+:21].[K+:22].[K+:23]>>[CH2:1]1[CH2:2][N:3]([c:8]2[o:9][c:10]3[c:11]([n:12]2)[cH:13][cH:14][cH:15][cH:16]3)[CH2:4][CH2:5][NH:6]1. Reactants: O=C1N(C[C@H]2N1CCNC2)CC(C(=O)O)(C)C (3-[(8aS)-3-oxo-1,5,6,7,8,8a-hexahydroimidazo[1,5-a]pyrazin-2-yl]-2,2-dimethyl-propanoic acid), Cl.NC(CC(=O)OC)(C)C (methyl 3-amino-3-methyl-butanoate hydrochloride salt). Yields the product O=C1N(C[C@H]2N1CCNC2)C(CC(=O)O)(C)C (3-[(8aS)-3-oxo-1,5,6,7,8,8a-hexahydroimidazo[1,5-a]pyrazin-2-yl]-3-methyl-butanoic acid). As a reaction SMILES: [O:1]=[C:2]1[N:6]2[CH2:7][CH2:8][NH:9][CH2:10][C@H:5]2[CH2:4]N1CC(C)(C)C(O)=O.Cl.[NH2:19][C:20]([CH3:27])([CH3:26])[CH2:21][C:22]([O:24]C)=[O:23]>>[O:1]=[C:2]1[N:6]2[CH2:7][CH2:8][NH:9][CH2:10][C@H:5]2[CH2:4][N:19]1[C:20]([CH3:27])([CH3:26])[CH2:21][C:22]([OH:24])=[O:23] |f:1.2|. Reported procedure: The title compound was prepared in analogy to Compound Q in Example 19 by using methyl 3-amino-3-methyl-butanoate hydrochloride salt (Compound AP-1) instead of ethyl 3-amino-2,2-dimethyl-propanoate hydrochloride salt. Procedure details: To a suspension of 38.0 g of (S)-1-(4-methoxy-phenyl)-4-trifluoromethanesulfonyloxy-1,2,3,6-tetrahydropyridine-2-carboxylic acid ethyl ester, 18.1 g of 4-methoxyphenylboronic acid, 6.45 g of lithiumchloride in 300 ml of dimethoxyethan are added 100 ml of ethanol, 160 ml of 2N sodium carbonate solution and 2.22 g of tetrakis(triphenylphosphine)palladium. The reaction mixture is heated to 75° C. for 3-6 hours and allowed to cool to room temperature overnight. The reaction mixture is filtered and t... Starting materials: C([O-])([O-])=O.[Na+].[Na+] (sodium carbonate), C(C)OC(=O)[C@H]1N(CC=C(C1)OS(=O)(=O)C(F)(F)F)C1=CC=C(C=C1)OC ((S)-1-(4-methoxy-phenyl)-4-trifluoromethanesulfonyloxy-1,2,3,6-tetrahydropyridine-2-carboxylic acid ethyl ester), COC1=CC=C(C=C1)B(O)O (4-methoxyphenylboronic acid), [Cl-].[Li+] (lithiumchloride). Yields the product C(C)OC(=O)[C@H]1N(CC=C(C1)C1=CC=C(C=C1)OC)C1=CC=C(C=C1)OC ((S)-1,4-Bis-(4-methoxy-phenyl)-1,2,3,6-tetrahydro-pyridine-2-carboxylic acid ethyl ester). Run at temperature 75 celsius. The solvent is C(C)O (ethanol), C(OC)COC (dimethoxyethan). RXN SMILES: [CH2:1]([O:3][C:4]([C@@H:6]1[CH2:11][C:10](OS(C(F)(F)F)(=O)=O)=[CH:9][CH2:8][N:7]1[C:20]1[CH:25]=[CH:24][C:23]([O:26][CH3:27])=[CH:22][CH:21]=1)=[O:5])[CH3:2].[CH3:28][O:29][C:30]1[CH:35]=[CH:34][C:33](B(O)O)=[CH:32][CH:31]=1.[Cl-].[Li+].C(=O)([O-])[O-].[Na+].[Na+]>C(COC)OC.C1C=CC([P]([Pd]([P](C2C=CC=CC=2)(C2C=CC=CC=2)C2C=CC=CC=2)([P](C2C=CC=CC=2)(C2C=CC=CC=2)C2C=CC=CC=2)[P](C2C=CC=CC=2)(C2C=CC=CC=2)C2C=CC=CC=2)(C2C=CC=CC=2)C2C=CC=CC=2)=CC=1.C(O)C>[CH2:1]([O:3][C:4]([C@@H:6]1[CH2:11][C:10]([C:33]2[CH:34]=[CH:35][C:30]([O:29][CH3:28])=[CH:31][CH:32]=2)=[CH:9][CH2:8][N:7]1[C:20]1[CH:25]=[CH:24][C:23]([O:26][CH3:27])=[CH:22][CH:21]=1)=[O:5])[CH3:2] |f:2.3,4.5.6,^1:56,58,77,96|. Reagents/catalysts: C=1C=CC(=CC1)[P](C=2C=CC=CC2)(C=3C=CC=CC3)[Pd]([P](C=4C=CC=CC4)(C=5C=CC=CC5)C=6C=CC=CC6)([P](C=7C=CC=CC7)(C=8C=CC=CC8)C=9C=CC=CC9)[P](C=1C=CC=CC1)(C=1C=CC=CC1)C=1C=CC=CC1 (tetrakis(triphenylphosphine)palladium). The reactants are Cl.CN(C(=O)[C@H]1NCCCC1)C ((2S)—N,N-Dimethyl-2-piperidinecarboxamide hydrochloride), C(C1=CC=CC=C1)(=O)Cl (benzoyl chloride), C([O-])(O)=O.[Na+] (sodium bicarbonate). Solvent: C(Cl)Cl (CH2Cl2), O (water). Run at time 8 hour. Product: CN(C(=O)[C@H]1N(CCCC1)C(=O)C1=CC=CC=C1)C ((2S)—N,N-dimethyl-1-(phenylcarbonyl)-2-piperidinecarboxamide). Yield: 74.3%. RXN SMILES: Cl.[CH3:2][N:3]([CH3:12])[C:4]([C@@H:6]1[CH2:11][CH2:10][CH2:9][CH2:8][NH:7]1)=[O:5].C(=O)(O)[O-].[Na+].[C:18](Cl)(=[O:25])[C:19]1[CH:24]=[CH:23][CH:22]=[CH:21][CH:20]=1>C(Cl)Cl.O>[CH3:2][N:3]([CH3:12])[C:4]([C@@H:6]1[CH2:11][CH2:10][CH2:9][CH2:8][N:7]1[C:18]([C:19]1[CH:24]=[CH:23][CH:22]=[CH:21][CH:20]=1)=[O:25])=[O:5] |f:0.1,2.3|. Reported procedure: (2S)—N,N-Dimethyl-2-piperidinecarboxamide hydrochloride (880 mg, 4.567 mmol) was dissolved in a mixture of CH2Cl2 (15 mL) and water (15 mL), and then solid sodium bicarbonate (1.534 g, 18.268 mmol) was added, followed by benzoyl chloride (0.556 mL, 4.795 mmol). After stirring overnight, the phases were separated, and the aqueous phase was extracted with CH2Cl2 (3×50 mL). The combined organic phase was dried over anhydrous MgSO4, filtered, and concentrated in vacuo. This crude product was purifie... The reactants are I[Si](C)(C)C (Iodotrimethylsilane), C(CCC)(=O)C=1C(CC(CC1O)C1=C(C(=C(C=C1C)C)COC)C)=O (2-butyryl-3-hydroxy-5-(3-methoxymethyl-2,4,6-trimethylphenyl)cyclohex-2-en-1-one). The reagents and catalysts are [N+](=O)([O-])[O-].[Ag+] (silver nitrate). Run in C(C)#N (acetonitrile). Reaction conditions: time 15 minute. The product is C(CCC)(=O)C=1C(CC(CC1O)C1=C(C(=C(C=C1C)C)CO)C)=O (2-butyryl-3-hydroxy-5-(3-hydroxymethyl-2,4,6-trimethylphenyl)cyclohex-2-en-1-one). The yield is 87.7%. As a reaction SMILES: I[Si](C)(C)C.[C:6]([C:11]1[C:12](=[O:30])[CH2:13][CH:14]([C:18]2[C:23]([CH3:24])=[CH:22][C:21]([CH3:25])=[C:20]([CH2:26][O:27]C)[C:19]=2[CH3:29])[CH2:15][C:16]=1[OH:17])(=[O:10])[CH2:7][CH2:8][CH3:9]>C(#N)C.[N+]([O-])([O-])=O.[Ag+]>[C:6]([C:11]1[C:16](=[O:17])[CH2:15][CH:14]([C:18]2[C:23]([CH3:24])=[CH:22][C:21]([CH3:25])=[C:20]([CH2:26][OH:27])[C:19]=2[CH3:29])[CH2:13][C:12]=1[OH:30])(=[O:10])[CH2:7][CH2:8][CH3:9] |f:3.4|. Procedure details: Iodotrimethylsilane (0.3 ml) was added to a solution of 2-butyryl-3-hydroxy-5-(3-methoxymethyl-2,4,6-trimethylphenyl)cyclohex-2-en-1-one (0.5 g, 1.45 mmole) (see Example 36) in dry acetonitrile (10 ml) under nitrogen and the mixture was stirred at room temperature for 15 minutes. An aqueous solution of silver nitrate was added and the mixture was stirred for a further 4 hours. The solvent was evaporated and the residue was washed successively with dilute aqueous sodium hydroxide and acetic acid,... The product is CCC(C)(C)Cc1cn(S(=O)(=O)N(C)C)cn1. Reaction SMILES: [CH2:26]([CH2:27][O:28][CH3:29])[O:30][CH3:31].[CH3:19][N:20]([S:21](=[O:22])(=[O:23])[Cl:24])[CH3:25].[CH3:1][N:2]1[CH2:3][CH2:4][O:5][CH2:6][CH2:7]1.[CH3:8][C:9]([CH2:10][c:11]1[n:12][cH:13][nH:14][cH:15]1)([CH2:16][CH3:17])[CH3:18]>>[CH3:8][C:9]([CH2:10][c:11]1[n:12][cH:13][n:14]([S:21]([N:20]([CH3:19])[CH3:25])(=[O:22])=[O:23])[cH:15]1)([CH2:16][CH3:17])[CH3:18]. Reactants: COCCOC, CN(C)S(=O)(=O)Cl, CN1CCOCC1, CCC(C)(C)Cc1c[nH]cn1. Starting materials: CC(C)(C)OC(=O)N1CCC(NC(=O)c2ccc3[nH]c4c(c3c2)CN(C(=O)OCc2ccccc2)CC4)CC1, CO. Yields the product CC(C)(C)OC(=O)N1CCC(NC(=O)c2ccc3[nH]c4c(c3c2)CNCC4)CC1. Reaction SMILES: [C:1]([CH3:2])([CH3:3])([CH3:4])[O:5][C:6](=[O:7])[N:8]1[CH2:9][CH2:10][CH:11]([NH:14][C:15](=[O:16])[c:17]2[cH:18][c:19]3[c:20]4[c:21]([nH:22][c:23]3[cH:24][cH:25]2)[CH2:26][CH2:27][N:28]([C:30]([O:31][CH2:32][c:33]2[cH:34][cH:35][cH:36][cH:37][cH:38]2)=[O:39])[CH2:29]4)[CH2:12][CH2:13]1.[CH3:40][OH:41]>>[C:1]([CH3:2])([CH3:3])([CH3:4])[O:5][C:6](=[O:7])[N:8]1[CH2:9][CH2:10][CH:11]([NH:14][C:15](=[O:16])[c:17]2[cH:18][c:19]3[c:20]4[c:21]([nH:22][c:23]3[cH:24][cH:25]2)[CH2:26][CH2:27][NH:28][CH2:29]4)[CH2:12][CH2:13]1.